The task is: describe an organic reaction: reactants, conditions, products, and yield. This data is from the Open Reaction Database (ORD), a public repository of structured organic reaction records. The reactants are Cl.COC(=O)[C@H]1[C@H](CCCCCC1)N (cis-2-Amino-cyclooctanecarboxylic acid methyl ester hydrochloride), CC(CC=O)(C)C (3,3-dimethyl-butyraldehyde), C(#N)[BH3-].[Na+] (Sodium cyanoborohydride), C([O-])(O)=O.[Na+] (sodium bicarbonate), C(C)(=O)[O-].[Na+] (Sodium acetate). Solvent: CO (methanol), C(C)(=O)OCC (ethyl acetate). Conditions: temperature 25 celsius, time 16 hour. Product: crude product, COC(=O)[C@H]1[C@H](CCCCCC1)NCCC(C)(C)C (cis-2-(3,3-dimethyl-butylamino)-cyclooctanecarboxylic acid methyl ester). Yield: 93.3%. Reaction SMILES: Cl.[CH3:2][O:3][C:4]([C@@H:6]1[CH2:13][CH2:12][CH2:11][CH2:10][CH2:9][CH2:8][C@@H:7]1[NH2:14])=[O:5].C([O-])(=O)C.[Na+].[CH3:20][C:21]([CH3:26])([CH3:25])[CH2:22][CH:23]=O.C([BH3-])#N.[Na+].C(=O)(O)[O-].[Na+]>CO.C(OCC)(=O)C>[CH3:2][O:3][C:4]([C@@H:6]1[CH2:13][CH2:12][CH2:11][CH2:10][CH2:9][CH2:8][C@@H:7]1[NH:14][CH2:23][CH2:22][C:21]([CH3:26])([CH3:25])[CH3:20])=[O:5] |f:0.1,2.3,5.6,7.8|. Procedure details: cis-2-Amino-cyclooctanecarboxylic acid methyl ester hydrochloride (0.25 g, 1.35 mmol) was dissolved in methanol (10 mL). Sodium acetate (0.22 g, 2.70 mmol) was added followed by 4 Å powdered molecular sieves (0.20 g) and 3,3-dimethyl-butyraldehyde (0.17 mL, 1.35 mmol). Sodium cyanoborohydride (0.17 g, 2.70 mmol) was added and the mixture was stirred at 25° C. for 16 h. The mixture was poured into a mixture of saturated aqueous sodium bicarbonate solution (20 mL) and ethyl acetate (30 mL). After ... The reactants are N(=O)[O-].[Na+] (sodium nitrite), Br (hydrobromic acid), NC=1C=CC(=C(C1)C1=CC=NC=C1C#N)F (4-(5-Amino-2-fluorophenyl)nicotinonitrile), Br (hydrobromic acid). Reagents/catalysts: [Cu]Br (copper(I) bromide). Run in O (water), ice. Run at temperature 3 celsius, time 2 hour. The product is BrC=1C=CC(=C(C1)C1=CC=NC=C1C#N)F (4-(5-bromo-2-fluorophenyl)-nicotinonitrile). As a reaction SMILES: N[C:2]1[CH:3]=[CH:4][C:5]([F:16])=[C:6]([C:8]2[C:13]([C:14]#[N:15])=[CH:12][N:11]=[CH:10][CH:9]=2)[CH:7]=1.N([O-])=O.[Na+].[BrH:21]>O.[Cu]Br>[Br:21][C:2]1[CH:3]=[CH:4][C:5]([F:16])=[C:6]([C:8]2[C:13]([C:14]#[N:15])=[CH:12][N:11]=[CH:10][CH:9]=2)[CH:7]=1 |f:1.2|. Procedure details: 4-(5-Amino-2-fluorophenyl)nicotinonitrile (0.65 g, 3.05 mmol) was treated with 48% hydrobromic acid (25 ml) and the resulting suspension stirred and cooled to 3° C. (internal temperature). A solution of sodium nitrite (0.24 g, 3.5 mmol) in water (1 ml) was then added dropwise over 20 min keeping the internal temperature <5° C. Stirring at <5° C. was continued for 2 h before pouring the reaction into a cooled (5° C.) solution of freshly purified copper(I) bromide (1.53 g, 10.7 mmol) in 48% hydrob... Starting materials: ClC1=C(C=C(O)C=C1)O (4-Chlororesorcinol), COC1=CC=C(C=C1)CC(=O)O (para-methoxyphenylacetic acid), CC(=O)[O-].[Na+] (NaOAc). The solvent is B(F)(F)F (boron trifluoride). Run at temperature 90 celsius, time 8 hour. The product is COC1=CC=C(C=C1)CC=O (2-(4-methoxy-phenyl)-ethanone). RXN SMILES: ClC1C=CC(O)=CC=1O.[CH3:10][O:11][C:12]1[CH:17]=[CH:16][C:15]([CH2:18][C:19](O)=[O:20])=[CH:14][CH:13]=1.CC([O-])=O.[Na+]>B(F)(F)F>[CH3:10][O:11][C:12]1[CH:17]=[CH:16][C:15]([CH2:18][CH:19]=[O:20])=[CH:14][CH:13]=1 |f:2.3|. Procedure details: 4-Chlororesorcinol (1 eq) and para-methoxyphenylacetic acid (1 eq) were combined in boron trifluoride diethyletherate (5 eq) and heated to 90° C. under nitrogen for 3 hours. The reaction was allowed to cool to room temperature and was then added drop wise to 10% NaOAc (aq). The mixture was allowed to stand overnight, and the subsequent solid was collected by vacuum filtration. The solid was dried under vacuum to give 1-5-chloro-2,4-dihydroxy-phenyl)-2-(4-methoxy-phenyl)-ethanone. Reactants: NCC(O)=O, CC1=CC=C(S(=O)(Cl)=O)C=C1. Reagents/catalysts: O=C([O-])O.[Na+] (NaHCO3). Run in O (water), OCCOCCOCCOCCOCCO (PEG400), CC(C)=O (acetone). Conditions: temperature 25 celsius, pressure 100 psi, time 20 minute. The product is Cc1ccc(S(=O)(=O)NCC(=O)O)cc1. The yield is 98.0%. Starting materials: COC(=O)C(C)=CCc1cccc(C(=O)c2ccccc2)c1, CCO, [K+], [OH-], O. The product is CC(=CCc1cccc(C(=O)c2ccccc2)c1)C(=O)O. RXN SMILES: [C:1]([c:2]1[cH:3][cH:4][cH:5][cH:6][cH:7]1)(=[O:8])[c:9]1[cH:10][c:11]([CH2:15][CH:16]=[C:17]([C:18](=[O:19])[O:20][CH3:21])[CH3:22])[cH:12][cH:13][cH:14]1.[CH3:23][CH2:24][OH:25].[K+:27].[OH-:26].[OH2:28]>>[C:1]([c:2]1[cH:3][cH:4][cH:5][cH:6][cH:7]1)(=[O:8])[c:9]1[cH:10][c:11]([CH2:15][CH:16]=[C:17]([C:18](=[O:19])[OH:20])[CH3:22])[cH:12][cH:13][cH:14]1. The reactants are ClC=1C=C(C=C(C1)CO[C@@H](C(F)(F)F)C)B1OC(C(O1)(C)C)(C)C (2-[3-chloro-5-((R)-2,2,2-trifluoro-1-methylethoxymethyl)phenyl]-4,4,5,5-tetramethyl[1,3,2]dioxaborolane), IC1=CC(=NN1C1=CC=CC=C1)N (5-iodo-1-phenyl-1H-pyrazol-3-ylamine), aqueous solution, C([O-])([O-])=O.[Na+].[Na+] (sodium carbonate), C1(CCCCC1)P(C1CCCCC1)C1CCCCC1 (tricyclohexylphosphine), C(O)([O-])=O.[Na+] (sodium hydrogen carbonate). Reagents/catalysts: C(C)(=O)[O-].[Pd+2].C(C)(=O)[O-] (palladium (II) acetate). The solvent is COCCOC (1,2-dimethoxyethane), C(C)(=O)OCC (ethyl acetate). The product is ClC=1C=C(C=C(C1)CO[C@@H](C(F)(F)F)C)C1=CC(=NN1C1=CC=CC=C1)N (5-[3-Chloro-5-((R)-2,2,2-trifluoro-1-methylethoxymethyl)phenyl]-1-phenyl-1H-pyrazol-3-ylamine). The yield is 78.0%. RXN SMILES: [Cl:1][C:2]1[CH:3]=[C:4](B2OC(C)(C)C(C)(C)O2)[CH:5]=[C:6]([CH2:8][O:9][C@H:10]([CH3:15])[C:11]([F:14])([F:13])[F:12])[CH:7]=1.I[C:26]1[N:30]([C:31]2[CH:36]=[CH:35][CH:34]=[CH:33][CH:32]=2)[N:29]=[C:28]([NH2:37])[CH:27]=1.C(=O)([O-])[O-].[Na+].[Na+].C1(P(C2CCCCC2)C2CCCCC2)CCCCC1.C(=O)([O-])O.[Na+]>COCCOC.C([O-])(=O)C.[Pd+2].C([O-])(=O)C.C(OCC)(=O)C>[Cl:1][C:2]1[CH:3]=[C:4]([C:26]2[N:30]([C:31]3[CH:36]=[CH:35][CH:34]=[CH:33][CH:32]=3)[N:29]=[C:28]([NH2:37])[CH:27]=2)[CH:5]=[C:6]([CH2:8][O:9][C@H:10]([CH3:15])[C:11]([F:12])([F:13])[F:14])[CH:7]=1 |f:2.3.4,6.7,9.10.11|. Procedure details: Under argon atmosphere, to 2-[3-chloro-5-((R)-2,2,2-trifluoro-1-methylethoxymethyl)phenyl]-4,4,5,5-tetramethyl[1,3,2]dioxaborolane (269 mg) were sequentially added a solution of 5-iodo-1-phenyl-1H-pyrazol-3-ylamine (181 mg) prepared according to the same procedures as Preparation 2 in 1,2-dimethoxyethane (2.0 ml), a 2M aqueous solution of sodium carbonate (1.0 ml), tricyclohexylphosphine (36 mg) and palladium (II) acetate (15 mg) at room temperature, and the mixture was stirred at 100° C. for 2 ... Starting materials: ClC1=CC=C(S1)C(=O)NCC=1N=CNC1 (5-chloro-N-((1H-imidazol-4-yl)methyl)thiophene-2-carboxamide), IC1=C(C=C(C=C1)N1C(C=CC=C1)=O)F (1-iodo-2-fluoro-4-(2-oxopyridin-1(2H)-yl)benzene), OC=1C=CC=C2C=CC=NC12 (8-hydroxyquinoline), C(=O)([O-])[O-].[K+].[K+] (K2CO3). Reagents/catalysts: [Cu]I (CuI). Run in CS(=O)C (DMSO). Reaction conditions: temperature 130 celsius. Yields the product ClC1=CC=C(S1)C(=O)NCC=1N=CN(C1)C1=C(C=C(C=C1)N1C(C=CC=C1)=O)F (5-Chloro-N-((1-(2-fluoro-4-(2-oxopyridin-1(2H)-yl)phenyl)-1H-imidazol-4-yl)methyl)thiophene-2-carboxamide). Reaction SMILES: [Cl:1][C:2]1[S:6][C:5]([C:7]([NH:9][CH2:10][C:11]2[N:12]=[CH:13][NH:14][CH:15]=2)=[O:8])=[CH:4][CH:3]=1.I[C:17]1[CH:22]=[CH:21][C:20]([N:23]2[CH:28]=[CH:27][CH:26]=[CH:25][C:24]2=[O:29])=[CH:19][C:18]=1[F:30].OC1C=CC=C2C=1N=CC=C2.C([O-])([O-])=O.[K+].[K+]>CS(C)=O.[Cu]I>[Cl:1][C:2]1[S:6][C:5]([C:7]([NH:9][CH2:10][C:11]2[N:12]=[CH:13][N:14]([C:17]3[CH:22]=[CH:21][C:20]([N:23]4[CH:28]=[CH:27][CH:26]=[CH:25][C:24]4=[O:29])=[CH:19][C:18]=3[F:30])[CH:15]=2)=[O:8])=[CH:4][CH:3]=1 |f:3.4.5|. Procedure: A mixture of 5-chloro-N-((1H-imidazol-4-yl)methyl)thiophene-2-carboxamide 3-1 prepared above (0.940 g, 2.64 mmol), 1-iodo-2-fluoro-4-(2-oxopyridin-1(2H)-yl)benzene 3-2 prepared above (0.820 g, 2.60 mmol), 8-hydroxyquinoline (0.066 g, 0.45 mmol) and K2CO3 (0.630 g, 4.56 mmol) in DMSO (8 mL) was degassed with Ar before being charged with CuI (0.090 g, 0.47 mmol). The mixture in a sealed tube was heated at 130° C. overnight. It was then purified by HPLC to give the title compound (0.480 g). MS 429.... Reactants: C(C)(C)(C)C1=C(N=NC(=C1)Cl)Cl (4-t-Butyl-3,6-dichloropyridazine), O.NN (hydrazine monohydrate). Solvent: C(C)O (ethanol). Yields the product C(C)(C)(C)C1=C(N=NC(=C1)NN)Cl (4-t-Butyl-3-chloro-6-hydrazino pyridazine). Yield: 60.7%. Reaction SMILES: [C:1]([C:5]1[CH:10]=[C:9](Cl)[N:8]=[N:7][C:6]=1[Cl:12])([CH3:4])([CH3:3])[CH3:2].O.[NH2:14][NH2:15]>C(O)C>[C:1]([C:5]1[CH:10]=[C:9]([NH:14][NH2:15])[N:8]=[N:7][C:6]=1[Cl:12])([CH3:4])([CH3:3])[CH3:2] |f:1.2|. Procedure details: 4-t-Butyl-3,6-dichloropyridazine (Samaritoni, J. G.; Org. Prep. & Proc. Intl., 1988, 20(2), 117-121) (16 g, 78 mmol) and hydrazine monohydrate (24.7 mL, 780 mmol) in ethanol (250 mL) were heated at reflux for 16 hours. The solvent was removed and hydrochloric acid (5M) was added and the resulting mixture was washed with dichloromethane. The aqueous layer was poured onto ice and ammonium hydroxide was added until the mixture was basic. The mixture was extracted with dichoromethane, dried (MgSO4) ...